Dataset: the Open Reaction Database (ORD), a public repository of structured organic reaction records. Task: describe an organic reaction: reactants, conditions, products, and yield Reactants: Cl.C1(=CC=CC=C1)NN (phenylhydrazine hydrochloride), Cl.C(C)N1CCC(CC1)=O (1-ethylpiperidin-4-one hydrochloride). Run in CCO (EtOH). Run at temperature 80 celsius. Yields the product C(C)N1CC2=C(NC=3C=CC=CC23)CC1 (2-ethyl-2,3,4,5-tetrahydro-1H-pyrido[4,3-b]indole). Reaction SMILES: Cl.[C:2]1([NH:8]N)[CH:7]=[CH:6][CH:5]=[CH:4][CH:3]=1.Cl.[CH2:11]([N:13]1[CH2:18][CH2:17][C:16](=O)[CH2:15][CH2:14]1)[CH3:12]>CCO>[CH2:11]([N:13]1[CH2:18][CH2:17][C:16]2[NH:8][C:2]3[CH:7]=[CH:6][CH:5]=[CH:4][C:3]=3[C:15]=2[CH2:14]1)[CH3:12] |f:0.1,2.3|. Reported procedure: To a solution of phenylhydrazine hydrochloride (1 equiv.) in EtOH is added 1-ethylpiperidin-4-one hydrochloride (0.76-1.4 equiv.) and the reaction mixture is heated at 80° C. for 16 h. After completion of the reaction, e.g., as monitored by liquid chromatography-mass spectrometry (LCMS), the reaction mixture is concentrated to dryness and basified with aq. saturated NaHCO3 and extracted in EtOAc. The organic layer is separated, dried over sodium sulfate and concentrated to obtain 2-ethyl-2,3,4,5... The reactants are C(C)(=O)SCCC(=O)N1N=C(CC1C(=O)O)C1=CC=CC=C1 (4,5-Dihydro-1-[3-(acetylthio)-1-oxopropyl]-3-phenyl-1H-pyrazole-5-carboxylic acid), [OH-].[NH4+] (ammonium hydroxide). The solvent is cold solution. Reaction conditions: time 30 minute. Product: SCCC(=O)N1N=C(CC1C(=O)O)C1=CC=CC=C1 (4,5-Dihydro-1-(3-mercapto-1-oxopropyl)-3-phenyl-1H-pyrazole-5-carboxylic acid). Yield: 69.1%. Reaction SMILES: C([S:4][CH2:5][CH2:6][C:7]([N:9]1[CH:13]([C:14]([OH:16])=[O:15])[CH2:12][C:11]([C:17]2[CH:22]=[CH:21][CH:20]=[CH:19][CH:18]=2)=[N:10]1)=[O:8])(=O)C.[OH-].[NH4+]>>[SH:4][CH2:5][CH2:6][C:7]([N:9]1[CH:13]([C:14]([OH:16])=[O:15])[CH2:12][C:11]([C:17]2[CH:18]=[CH:19][CH:20]=[CH:21][CH:22]=2)=[N:10]1)=[O:8] |f:1.2|. Procedure details: DL-4,5-Dihydro-1-[3-(acetylthio)-1-oxopropyl]-3-phenyl-1H-pyrazole-5-carboxylic acid (6.0g) is treated in an argon atmosphere with 40ml of a cold solution of 6.5N ammonium hydroxide. After 30 minutes at room temperature, the solution is washed with ethyl acetate, treated with concentrated hydrochloric acid to pH 2.5 and extracted with ethyl acetate. The extract is dried over magnesium sulfate and concentrated in vacuo to an oil. Trituration of the oil with ether yields 3.6g of the title compound... Starting materials: BrC1=C(C=CC=C1)[N+](=O)[O-] (1-bromo-2-nitrobenzene), C(=O)C1=CC=C(C=C1)B(O)O (4-formylphenylboronic acid), C([O-])([O-])=O.[Na+].[Na+] (sodium carbonate), O (water). The reagents and catalysts are C1=CC=C(C=C1)P(C2=CC=CC=C2)[C]3[CH][CH][CH][CH]3.C1=CC=C(C=C1)P(C2=CC=CC=C2)[C]3[CH][CH][CH][CH]3.Cl[Pd]Cl.[Fe] ([1,1-bis(diphenylphosphino)ferrocene]dichloropalladium(II)). Solvent: CN(C)C=O (DMF). Reaction conditions: temperature 80 celsius, time 18 hour. The product is [N+](=O)([O-])C1=C(C=CC=C1)C1=CC=C(C=O)C=C1 (4-(2-nitrophenyl)benzaldehyde). Reaction SMILES: Br[C:2]1[CH:7]=[CH:6][CH:5]=[CH:4][C:3]=1[N+:8]([O-:10])=[O:9].[CH:11]([C:13]1[CH:18]=[CH:17][C:16](B(O)O)=[CH:15][CH:14]=1)=[O:12].C(=O)([O-])[O-].[Na+].[Na+].O>CN(C=O)C.C1C=CC(P([C]2[CH][CH][CH][CH]2)C2C=CC=CC=2)=CC=1.C1C=CC(P([C]2[CH][CH][CH][CH]2)C2C=CC=CC=2)=CC=1.Cl[Pd]Cl.[Fe]>[N+:8]([C:3]1[CH:4]=[CH:5][CH:6]=[CH:7][C:2]=1[C:16]1[CH:17]=[CH:18][C:13]([CH:11]=[O:12])=[CH:14][CH:15]=1)([O-:10])=[O:9] |f:2.3.4,7.8.9.10,^1:38,39,40,41,42,56,57,58,59,60|. Procedure details: Add 1-bromo-2-nitrobenzene (13.30 g, 65.83 mmol), 4-formylphenylboronic acid (10.89 g, 72.41 mmol), [1,1-bis(diphenylphosphino)ferrocene]dichloropalladium(II) (1.61 g, 1.97 mmol) and 2M aqueous sodium carbonate (164.57 mL, 329.15 mmol) in DMF, and heat to 80° C. with stirring. After 18 hours, cool and pour into water. Extract the mixture with ethyl acetate. Combine the organic extracts, and wash with water and brine, dry over anhydrous magnesium sulfate, filter, and concentrate under reduced pre... Starting materials: CC(=O)[O-], CCO, O=Cc1ccc(OC(F)(F)F)cc1, [NH4+], O=C(O)CC(=O)O. The product is NC(CC(=O)O)c1ccc(OC(F)(F)F)cc1. As a reaction SMILES: [CH3:22][C:23](=[O:24])[O-:25].[CH3:26][CH2:27][OH:28].[F:1][C:2]([O:3][c:4]1[cH:5][cH:6][c:7]([CH:8]=[O:9])[cH:10][cH:11]1)([F:12])[F:13].[NH4+:21].[OH:14][C:15](=[O:16])[CH2:17][C:18](=[O:19])[OH:20]>>[F:1][C:2]([O:3][c:4]1[cH:5][cH:6][c:7]([CH:8]([CH2:17][C:15]([OH:14])=[O:16])[NH2:21])[cH:10][cH:11]1)([F:12])[F:13]. Reactants: C(C)(=O)OCC (ethyl acetate), O[C@H](C)[C@@H]1[C@@H]2N(C(=C([C@@H]2C)OP(=O)(C2=CC=CC=C2)C2=CC=CC=C2)C(=O)OCC2=CC=C(C=C2)[N+](=O)[O-])C1=O (4-nitrobenzyl (1R,5R,6S)-6-[(1R)-1-hydroxyethyl]-1-methyl-2-(diphenylphosphoryloxy)-1-carbapen-2-em-3-carboxylate), S[C@H]1C[C@H](N(C1)C(=O)OCC1=CC=C(C=C1)[N+](=O)[O-])C(=O)N1C[C@@H](CC1)C(NC(=N)N)C(=O)OCC1=CC=C(C=C1)[N+](=O)[O-] ((2S,4S)-4-mercapto-1-(4-nitrobenzyloxycarbonyl)-2-[(3R)-3-(4-nitrobenzyloxycarbonylguanidinomethyl)pyrrolidin-1-ylcarbonyl]pyrrolidine). Run in C(C)#N (acetonitrile), C(C)(C)N(C(C)C)CC (N,N-diisopropylethylamine), C(C)#N (acetonitrile). The product is O[C@H](C)[C@@H]1[C@@H]2N(C(=C([C@@H]2C)S[C@H]2C[C@H](N(C2)C(=O)OCC2=CC=C(C=C2)[N+](=O)[O-])C(=O)N2C[C@@H](CC2)C(NC(=N)N)C(=O)OCC2=CC=C(C=C2)[N+](=O)[O-])C(=O)OCC2=CC=C(C=C2)[N+](=O)[O-])C1=O (4-nitrobenzyl (1R,5S,6S)-6-[(1R)-1-hydroxyethyl]-1-methyl-2-[(2S,4S)-1-(4-nitrobenzyloxycarbonyl)-2-[(3R)-3-(4-nitrobenzyloxycarbonylguanidinomethyl)pyrrolidin-1-ylcarbonyl]pyrrolidin-4-ylthio]-1-carbapen-2-em-3-carboxylate). Yield: 80.0%. As a reaction SMILES: [OH:1][C@@H:2]([C@H:4]1[C:39](=[O:40])[N:6]2[C:7]([C:26]([O:28][CH2:29][C:30]3[CH:35]=[CH:34][C:33]([N+:36]([O-:38])=[O:37])=[CH:32][CH:31]=3)=[O:27])=[C:8](OP(C3C=CC=CC=3)(C3C=CC=CC=3)=O)[C@H:9]([CH3:10])[C@H:5]12)[CH3:3].[SH:41][C@@H:42]1[CH2:46][N:45]([C:47]([O:49][CH2:50][C:51]2[CH:56]=[CH:55][C:54]([N+:57]([O-:59])=[O:58])=[CH:53][CH:52]=2)=[O:48])[C@H:44]([C:60]([N:62]2[CH2:66][CH2:65][C@@H:64]([CH:67]([C:72]([O:74][CH2:75][C:76]3[CH:81]=[CH:80][C:79]([N+:82]([O-:84])=[O:83])=[CH:78][CH:77]=3)=[O:73])[NH:68][C:69]([NH2:71])=[NH:70])[CH2:63]2)=[O:61])[CH2:43]1.C(OCC)(=O)C>C(#N)C.C(N(CC)C(C)C)(C)C>[OH:1][C@@H:2]([C@H:4]1[C:39](=[O:40])[N:6]2[C:7]([C:26]([O:28][CH2:29][C:30]3[CH:31]=[CH:32][C:33]([N+:36]([O-:38])=[O:37])=[CH:34][CH:35]=3)=[O:27])=[C:8]([S:41][C@@H:42]3[CH2:46][N:45]([C:47]([O:49][CH2:50][C:51]4[CH:56]=[CH:55][C:54]([N+:57]([O-:59])=[O:58])=[CH:53][CH:52]=4)=[O:48])[C@H:44]([C:60]([N:62]4[CH2:66][CH2:65][C@@H:64]([CH:67]([C:72]([O:74][CH2:75][C:76]5[CH:77]=[CH:78][C:79]([N+:82]([O-:84])=[O:83])=[CH:80][CH:81]=5)=[O:73])[NH:68][C:69]([NH2:71])=[NH:70])[CH2:63]4)=[O:61])[CH2:43]3)[C@H:9]([CH3:10])[C@H:5]12)[CH3:3]. Procedure: To a solution of 4-nitrobenzyl (1R,5R,6S)-6-[(1R)-1-hydroxyethyl]-1-methyl-2-(diphenylphosphoryloxy)-1-carbapen-2-em-3-carboxylate (0.70 g) in anhydrous acetonitrile (10 ml), N,N-diisopropylethylamine (0.21 ml) and a solution of (2S,4S)-4-mercapto-1-(4-nitrobenzyloxycarbonyl)-2-[(3R)-3-(4-nitrobenzyloxycarbonylguanidinomethyl)pyrrolidin-1-ylcarbonyl]pyrrolidine (1.28 g) in anhydrous acetonitrile (10 ml) were added while stirring in an ice bath. The resulting mixture was allowed to react overnigh...